The task is: describe an organic reaction: reactants, conditions, products, and yield. This data is from the Open Reaction Database (ORD), a public repository of structured organic reaction records. Starting materials: ClC1=CC=C(S1)C(=O)NCC=1N=CN(C1)C1=CC=C(C=C1)I (5-chloro-N-((1-(4-iodophenyl)-1H-imidazol-4-yl)methyl)thiophene-2-carboxamide), OC1=NC=CC=C1C (2-hydroxy-3-methylpyridine), OC=1C=CC=C2C=CC=NC12 (8-hydroxyquinoline), C(=O)([O-])[O-].[K+].[K+] (K2CO3). The reagents and catalysts are [Cu]I (CuI). Solvent: CS(=O)C (DMSO). Reaction conditions: temperature 130 celsius. The product is ClC1=CC=C(S1)C(=O)NCC=1N=CN(C1)C1=CC=C(C=C1)N1C(C(=CC=C1)C)=O (5-chloro-N-((1-(4-(3-methyl-2-oxopyridin-1(2H)-yl)phenyl)-1H-imidazol-4-yl)methyl)thiophene-2-carboxamide). Isolated yield 15.7%. As a reaction SMILES: [Cl:1][C:2]1[S:6][C:5]([C:7]([NH:9][CH2:10][C:11]2[N:12]=[CH:13][N:14]([C:16]3[CH:21]=[CH:20][C:19](I)=[CH:18][CH:17]=3)[CH:15]=2)=[O:8])=[CH:4][CH:3]=1.[OH:23][C:24]1[C:29]([CH3:30])=[CH:28][CH:27]=[CH:26][N:25]=1.OC1C=CC=C2C=1N=CC=C2.C([O-])([O-])=O.[K+].[K+]>CS(C)=O.[Cu]I>[Cl:1][C:2]1[S:6][C:5]([C:7]([NH:9][CH2:10][C:11]2[N:12]=[CH:13][N:14]([C:16]3[CH:21]=[CH:20][C:19]([N:25]4[CH:26]=[CH:27][CH:28]=[C:29]([CH3:30])[C:24]4=[O:23])=[CH:18][CH:17]=3)[CH:15]=2)=[O:8])=[CH:4][CH:3]=1 |f:3.4.5|. Procedure details: A mixture of 5-chloro-N-((1-(4-iodophenyl)-1H-imidazol-4-yl)methyl)thiophene-2-carboxamide 1-6 (66 mg, 0.15 mmol), 2-hydroxy-3-methylpyridine (45 mg, 0.41 mmol), 8-hydroxyquinoline (10 mg, 0.069 mmol) and K2CO3 (50 mg, 0.36 mmol) in DMSO (1 mL) was degassed with Ar before being charged with CuI (15 mg, 0.079 mmol). The mixture in a sealed tube was heated at 130° C. overnight. The mixture was then purified by HPLC to give the titled compound (10 mg). MS 425.0 and 427.0 (M+H, Cl pattern).